This data is from the Open Reaction Database (ORD), a public repository of structured organic reaction records. The task is: describe an organic reaction: reactants, conditions, products, and yield Reactants: ClC1=C(C=C(N)C=C1)C(F)(F)F (4-Chloro-3-trifluoromethyl aniline), S(O)(O)(=O)=O (sulfuric acid), C(C=C)(=O)O (acrylic acid), diazonium salt, N(=O)[O-].[Na+] (sodium nitrite). Product: ClC1=C(C=C(C=CC(=O)O)C=C1)C(F)(F)F (4-chloro-3-trifluoromethyl cinnamic acid). As a reaction SMILES: [Cl:1][C:2]1[CH:8]=[CH:7][C:5](N)=[CH:4][C:3]=1[C:9]([F:12])([F:11])[F:10].N([O-])=O.[Na+].S(=O)(=O)(O)O.[C:22]([OH:26])(=[O:25])[CH:23]=[CH2:24]>>[Cl:1][C:2]1[CH:8]=[CH:7][C:5]([CH:24]=[CH:23][C:22]([OH:26])=[O:25])=[CH:4][C:3]=1[C:9]([F:12])([F:11])[F:10] |f:1.2|. Procedure details: 4-Chloro-3-trifluoromethyl aniline was converted to the diazonium salt with sodium nitrite and sulfuric acid and this was reacted with acrylic acid (Meerwein reaction) to give 4-chloro-3-trifluoromethyl cinnamic acid. This acid was hydrogenated, reduced with lithium aluminum hydride to the alcohol and reacted with phosphorus tribromide to give 3(4-chloro-3-trifluoromethylphenyl)propyl bromide.